describe an organic reaction: reactants, conditions, products, and yield From a dataset of the Open Reaction Database (ORD), a public repository of structured organic reaction records. Reactants: COc1c(C)c(Cc2ccc(O)c(C(=O)O)c2)c(OC)c(OC)c1OC, CC(=O)OC(C)=O, O. Product: COc1c(C)c(Cc2ccc(OC(C)=O)c(C(=O)O)c2)c(OC)c(OC)c1OC. RXN SMILES: [CH3:1][O:2][c:3]1[c:4]([CH3:26])[c:5]([CH2:6][c:7]2[cH:8][cH:9][c:10]([OH:16])[c:11]([C:12](=[O:13])[OH:14])[cH:15]2)[c:17]([O:24][CH3:25])[c:18]([O:22][CH3:23])[c:19]1[O:20][CH3:21].[CH3:28][C:29](=[O:30])[O:31][C:32](=[O:33])[CH3:34].[OH2:27]>>[CH3:1][O:2][c:3]1[c:4]([CH3:26])[c:5]([CH2:6][c:7]2[cH:8][cH:9][c:10]([O:16][C:29]([CH3:28])=[O:30])[c:11]([C:12](=[O:13])[OH:14])[cH:15]2)[c:17]([O:24][CH3:25])[c:18]([O:22][CH3:23])[c:19]1[O:20][CH3:21].